From a dataset of the Open Reaction Database (ORD), a public repository of structured organic reaction records. describe an organic reaction: reactants, conditions, products, and yield The reactants are O=C([O-])[O-], CC#N, CC(C)=O, CC(=O)c1ccc(CCCCCCl)o1, [I-], [K+], [K+], [Na+], Oc1ccc(C2=NCCO2)cc1. Yields the product CC(=O)c1ccc(CCCCCOc2ccc(C3=NCCO3)cc2)o1. Reaction SMILES: [C:27](=[O:28])([O-:29])[O-:30].[CH3:35][C:36]#[N:37].[CH3:38][C:39](=[O:40])[CH3:41].[Cl:1][CH2:2][CH2:3][CH2:4][CH2:5][CH2:6][c:7]1[o:8][c:9]([C:12]([CH3:13])=[O:14])[cH:10][cH:11]1.[I-:34].[K+:31].[K+:32].[Na+:33].[O:15]1[C:16]([c:20]2[cH:21][cH:22][c:23]([OH:26])[cH:24][cH:25]2)=[N:17][CH2:18][CH2:19]1>>[CH2:2]([CH2:3][CH2:4][CH2:5][CH2:6][c:7]1[o:8][c:9]([C:12]([CH3:13])=[O:14])[cH:10][cH:11]1)[O:26][c:23]1[cH:22][cH:21][c:20]([C:16]2=[N:17][CH2:18][CH2:19][O:15]2)[cH:25][cH:24]1. Starting materials: [Li]C(C)(C)C, CC(C)(C)c1nc(-c2ccc(F)cc2)co1, C1CCOC1, C[Sn](C)(C)Cl, [Cl-], [NH4+]. Product: CC(C)(C)c1nc(-c2ccc(F)cc2)c([Sn](C)(C)C)o1. As a reaction SMILES: [C:17]([Li:18])([CH3:19])([CH3:20])[CH3:21].[C:1]([CH3:2])([CH3:3])([CH3:4])[c:5]1[o:6][cH:7][c:8](-[c:10]2[cH:11][cH:12][c:13]([F:16])[cH:14][cH:15]2)[n:9]1.[CH2:29]1[O:30][CH2:31][CH2:32][CH2:33]1.[CH3:22][Sn:23]([CH3:24])([CH3:25])[Cl:26].[Cl-:27].[NH4+:28]>>[C:1]([CH3:2])([CH3:3])([CH3:4])[c:5]1[o:6][c:7]([Sn:23]([CH3:22])([CH3:24])[CH3:25])[c:8](-[c:10]2[cH:11][cH:12][c:13]([F:16])[cH:14][cH:15]2)[n:9]1. Reactants: [Al+3], C1CCOC1, [H-], [H-], [H-], [H-], [Li+], COC(=O)c1cccc2cc[nH]c12. Yields the product OCc1cccc2cc[nH]c12. RXN SMILES: [Al+3:15].[CH2:20]1[O:21][CH2:22][CH2:23][CH2:24]1.[H-:14].[H-:17].[H-:18].[H-:19].[Li+:16].[nH:1]1[cH:2][cH:3][c:4]2[cH:5][cH:6][cH:7][c:8]([C:10](=[O:11])[O:12][CH3:13])[c:9]12>>[nH:1]1[cH:2][cH:3][c:4]2[cH:5][cH:6][cH:7][c:8]([CH2:10][OH:11])[c:9]12.